This data is from the Open Reaction Database (ORD), a public repository of structured organic reaction records. The task is: describe an organic reaction: reactants, conditions, products, and yield Starting materials: CO, CCCCCCN1CCC(NC(=O)C2(CC(=O)OC(C)(C)C)CN(Cc3c(Cl)cccc3Cl)CC2C)CC1, [OH-], [OH-], [Pd+2]. Yields the product CCCCCCN1CCC(NC(=O)C2(CC(=O)OC(C)(C)C)CNCC2C)CC1. As a reaction SMILES: [CH3:42][OH:43].[Cl:1][c:2]1[cH:3][cH:4][cH:5][c:6]([Cl:7])[c:8]1[CH2:9][N:10]1[CH2:11][C:12]([C:16]([NH:17][CH:18]2[CH2:19][CH2:20][N:21]([CH2:24][CH2:25][CH2:26][CH2:27][CH2:28][CH3:29])[CH2:22][CH2:23]2)=[O:30])([CH2:31][C:32](=[O:33])[O:34][C:35]([CH3:36])([CH3:37])[CH3:38])[CH:13]([CH3:15])[CH2:14]1.[OH-:39].[OH-:41].[Pd+2:40]>>[NH:10]1[CH2:11][C:12]([C:16]([NH:17][CH:18]2[CH2:19][CH2:20][N:21]([CH2:24][CH2:25][CH2:26][CH2:27][CH2:28][CH3:29])[CH2:22][CH2:23]2)=[O:30])([CH2:31][C:32](=[O:33])[O:34][C:35]([CH3:36])([CH3:37])[CH3:38])[CH:13]([CH3:15])[CH2:14]1.